From a dataset of the Open Reaction Database (ORD), a public repository of structured organic reaction records. describe an organic reaction: reactants, conditions, products, and yield Starting materials: CC1(OC[C@H](O1)C(=O)N1C[C@@]([C@@H](C1)C1=CC(=C(C=C1)OC)OC1CN(C1)C1=NC=CC=C1)(C)[C@@H](C)O)C ((1R)-1-[(3S,4S)-1-{[(4S)-2,2-dimethyl-1,3-dioxolan-4-yl]carbonyl}-4-(4-methoxy-3-{[1-pyridin-2-ylazetidin-3-yl]oxy}phenyl)-3-methylpyrrolidin-3-yl]ethanol), Cl (HCl), Cl (HCl). Solvent: O1CCCC1 (tetrahydrofuran). Conditions: time 8 hour. The product is O[C@H](C)[C@@]1(CN(C[C@H]1C1=CC(=C(C=C1)OC)OC1CN(C1)C1=NC=CC=C1)C([C@H](CO)O)=O)C ((2S)-3-[(3S,4S)-3-[(1R)-1-hydroxyethyl]-4-{4-methoxy-3-[(1-pyridin-2-ylazetidin-3-yl)oxy]phenyl}-3-methylpyrrolidin-1-yl]-3-oxopropane-1,2-diol). Yield: 89.3%. As a reaction SMILES: CC1(C)[O:6][C@H:5]([C:7]([N:9]2[CH2:13][C@@H:12]([C:14]3[CH:19]=[CH:18][C:17]([O:20][CH3:21])=[C:16]([O:22][CH:23]4[CH2:26][N:25]([C:27]5[CH:32]=[CH:31][CH:30]=[CH:29][N:28]=5)[CH2:24]4)[CH:15]=3)[C@@:11]([C@H:34]([OH:36])[CH3:35])([CH3:33])[CH2:10]2)=[O:8])[CH2:4][O:3]1.Cl>O1CCCC1>[OH:36][C@@H:34]([C@@:11]1([CH3:33])[C@H:12]([C:14]2[CH:19]=[CH:18][C:17]([O:20][CH3:21])=[C:16]([O:22][CH:23]3[CH2:24][N:25]([C:27]4[CH:32]=[CH:31][CH:30]=[CH:29][N:28]=4)[CH2:26]3)[CH:15]=2)[CH2:13][N:9]([C:7](=[O:8])[C@@H:5]([OH:6])[CH2:4][OH:3])[CH2:10]1)[CH3:35]. Reported procedure: To a solution of (1R)-1-[(3S,4S)-1-{[(4S)-2,2-dimethyl-1,3-dioxolan-4-yl]carbonyl}-4-(4-methoxy-3-{[1-pyridin-2-ylazetidin-3-yl]oxy}phenyl)-3-methylpyrrolidin-3-yl]ethanol (22.1 mg) in tetrahydrofuran (2 mL) is added aqueous 1.0 M HCl (1 mL). Stir overnight at room temperature. Add aqueous 1.0 M HCl (1 mL) and stir for additional 8 hours. Neutralize with aqueous 1.0 M NaOH, extract with ethyl acetate, dry and evaporate to provide the title compound (18.2 mg). MS(ES+)=472 (M+1).